From a dataset of the Open Reaction Database (ORD), a public repository of structured organic reaction records. describe an organic reaction: reactants, conditions, products, and yield Starting materials: CC(C)(C)OC(=O)c1cc(OCc2ccccc2)cc(-c2cccc(F)c2)c1, CCO. Yields the product CC(C)(C)OC(=O)c1cc(O)cc(-c2cccc(F)c2)c1. RXN SMILES: [C:1]([CH3:2])([CH3:3])([CH3:4])[O:5][C:6](=[O:7])[c:8]1[cH:9][c:10](-[c:22]2[cH:23][c:24]([F:28])[cH:25][cH:26][cH:27]2)[cH:11][c:12]([O:14][CH2:15][c:16]2[cH:17][cH:18][cH:19][cH:20][cH:21]2)[cH:13]1.[CH3:29][CH2:30][OH:31]>>[C:1]([CH3:2])([CH3:3])([CH3:4])[O:5][C:6](=[O:7])[c:8]1[cH:9][c:10](-[c:22]2[cH:23][c:24]([F:28])[cH:25][cH:26][cH:27]2)[cH:11][c:12]([OH:14])[cH:13]1. Starting materials: C(C)(=O)C1=C(C(=O)N(CC)CC)C=CC=C1OC (2-acetyl-3-methoxy-N,N-diethylbenzamide), NN (hydrazine). The solvent is O (water). Yields the product COC1=C2C(=NNC(C2=CC=C1)=O)C (5-Methoxy-4-methyl-1(2H)phthalazinone). Isolated yield 64.0%. RXN SMILES: [C:1]([C:4]1[C:16]([O:17][CH3:18])=[CH:15][CH:14]=[CH:13][C:5]=1[C:6]([N:8](CC)CC)=[O:7])(=O)[CH3:2].[NH2:19]N>O>[CH3:18][O:17][C:16]1[CH:15]=[CH:14][CH:13]=[C:5]2[C:4]=1[C:1]([CH3:2])=[N:19][NH:8][C:6]2=[O:7]. Reported procedure: To 0.37 g (1.48 mmol) of 2-acetyl-3-methoxy-N,N-diethylbenzamide* in 5 ml of water was added 5 ml of anhydrous hydrazine. This was heated at reflux for four hours, cooled and the resulting solid filtered and washed with water to provide 0.18 g (64%) of the desired product; mp 257°-260°.